describe an organic reaction: reactants, conditions, products, and yield From a dataset of the Open Reaction Database (ORD), a public repository of structured organic reaction records. Starting materials: O=C([O-])[O-], CN1C(=O)CCC2(C)c3ccc(S)cc3CCC12, CN(C)C=O, CCOC(C)=O, Clc1ncccn1, [K+], [K+]. The product is CN1C(=O)CCC2(C)c3ccc(Sc4ncccn4)cc3CCC12. Reaction SMILES: [C:19](=[O:20])([O-:21])[O-:22].[CH3:1][N:2]1[C:3](=[O:18])[CH2:4][CH2:5][C:6]2([CH3:17])[c:7]3[c:8]([cH:12][c:13]([SH:16])[cH:14][cH:15]3)[CH2:9][CH2:10][CH:11]12.[CH3:32][N:33]([CH3:34])[CH:35]=[O:36].[CH3:37][CH2:38][O:39][C:40](=[O:41])[CH3:42].[Cl:25][c:26]1[n:27][cH:28][cH:29][cH:30][n:31]1.[K+:23].[K+:24]>>[CH3:1][N:2]1[C:3](=[O:18])[CH2:4][CH2:5][C:6]2([CH3:17])[c:7]3[c:8]([cH:12][c:13]([S:16][c:26]4[n:27][cH:28][cH:29][cH:30][n:31]4)[cH:14][cH:15]3)[CH2:9][CH2:10][CH:11]12. The reactants are CC1(C)Cc2ccc(C#N)cc2C1NC(=O)c1cc2cc(Cl)ccc2[nH]1, CCOCC, CN(C)CCCl, ClCCl, Cl, [H-], [Na+], CN(C)C=O. Product: CN(C)CCn1c(C(=O)NC2c3cc(C#N)ccc3CC2(C)C)cc2cc(Cl)ccc21. As a reaction SMILES: [C:1](#[N:2])[c:3]1[cH:4][cH:5][c:6]2[c:10]([cH:11]1)[CH:9]([NH:12][C:13](=[O:14])[c:15]1[nH:16][c:17]3[cH:18][cH:19][c:20]([Cl:24])[cH:21][c:22]3[cH:23]1)[C:8]([CH3:25])([CH3:26])[CH2:7]2.[CH3:44][CH2:45][O:46][CH2:47][CH3:48].[Cl:30][CH2:31][CH2:32][N:33]([CH3:34])[CH3:35].[Cl:41][CH2:42][Cl:43].[ClH:29].[H-:28].[Na+:27].[O:36]=[CH:37][N:38]([CH3:39])[CH3:40]>>[C:1](#[N:2])[c:3]1[cH:4][cH:5][c:6]2[c:10]([cH:11]1)[CH:9]([NH:12][C:13](=[O:14])[c:15]1[n:16]([CH2:31][CH2:32][N:33]([CH3:34])[CH3:35])[c:17]3[cH:18][cH:19][c:20]([Cl:24])[cH:21][c:22]3[cH:23]1)[C:8]([CH3:25])([CH3:26])[CH2:7]2. Starting materials: C1(=CC=CC=C1)OC1=CC=CC=C1 (diphenyl oxide), ClC=1C=CC(=NC1SC)C(=O)O.CSC=1C=CC(=NC1SC)C(=O)O (5-chloro-6-(methylthio)-2-pyridinecarboxylic acid 5,6-bis(methylthio)-2-pyridinecarboxylic acid). Solvent: C=1(C(=CC=CC1)C)C (xylene). Conditions: temperature 100 celsius, time 1 hour. Product: CSC1=NC=CC=C1SC (2,3-bis(methylthio)pyridine). RXN SMILES: C1(OC2C=CC=CC=2)C=CC=CC=1.ClC1C=CC(C(O)=O)=NC=1SC.[CH3:26][S:27][C:28]1[CH:29]=[CH:30][C:31](C(O)=O)=[N:32][C:33]=1[S:34][CH3:35]>C1(C)C(C)=CC=CC=1>[CH3:35][S:34][C:33]1[C:28]([S:27][CH3:26])=[CH:29][CH:30]=[CH:31][N:32]=1 |f:1.2|. Procedure: A stirred solution of 250 ml of diphenyl oxide was heated to 200° C. A 54 g quantity of the 5-chloro-6-(methylthio)-2-pyridinecarboxylic acid/5,6-bis(methylthio)-2-pyridinecarboxylic acid mixture described above was added portionwise as a solid. The mixture was stirred for 1 hour with the temperature being maintained below 235° C. The mixture was cooled to 100° C., diluted with xylene and cooled to room temperature, then extracted three times with 75 ml of 6N HCl. The combined aqueous fractions ... Procedure: Prepared from N2-(2-phenoxy-ethyl)-4H-benzo[d][1,3]oxazine-2,6-diamine (Example 87) (591 mg, 2.0 mmol) and chloroacetyl chloride (167 ul, 2.1 mmol) according to the procedure described for Example 3 step A. Obtained the title compound as an off-white solid (585 mg, 81%), MS (ISP) m/e=360.1 [(M+H)+] and 362 [(M+2+H)+]. Product: ClCC(=O)NC1=CC2=C(N=C(OC2)NCCOC2=CC=CC=C2)C=C1 (2-Chloro-N-[2-(2-phenoxy-ethylamino)-4H-benzo[d][1,3]oxazin-6-yl]-acetamide). Reactants: O(C1=CC=CC=C1)CCNC=1OCC2=C(N1)C=CC(=C2)N (N2-(2-Phenoxy-ethyl)-4H-benzo[d][1,3]oxazine-2,6-diamine), ClCC(=O)Cl (chloroacetyl chloride). Isolated yield 81.3%. Reaction SMILES: [O:1]([CH2:8][CH2:9][NH:10][C:11]1[O:12][CH2:13][C:14]2[CH:20]=[C:19]([NH2:21])[CH:18]=[CH:17][C:15]=2[N:16]=1)[C:2]1[CH:7]=[CH:6][CH:5]=[CH:4][CH:3]=1.[Cl:22][CH2:23][C:24](Cl)=[O:25]>>[Cl:22][CH2:23][C:24]([NH:21][C:19]1[CH:18]=[CH:17][C:15]2[N:16]=[C:11]([NH:10][CH2:9][CH2:8][O:1][C:2]3[CH:7]=[CH:6][CH:5]=[CH:4][CH:3]=3)[O:12][CH2:13][C:14]=2[CH:20]=1)=[O:25]. The reactants are [H-].[Al+3].[Li+].[H-].[H-].[H-] (lithium aluminum hydride), C(C)OCC (diethyl ether), C1(=CC=CC=C1)CCC(=O)N1CC(CCC1)C1=CC(=CC=C1)OC (1-(3-phenylpropionyl)-3-(3-methoxyphenyl)piperidine), [OH-].[Na+] (sodium hydroxide). The solvent is O1CCCC1 (tetrahydrofuran), O1CCCC1 (tetrahydrofuran). Reaction conditions: time 45 minute. Yields the product C1(=CC=CC=C1)CCCN1CC(CCC1)C1=CC(=CC=C1)OC (1-(3-Phenylpropyl)-3-(3-methoxyphenyl)piperidine). RXN SMILES: [C:1]1([CH2:7][CH2:8][C:9]([N:11]2[CH2:16][CH2:15][CH2:14][CH:13]([C:17]3[CH:22]=[CH:21][CH:20]=[C:19]([O:23][CH3:24])[CH:18]=3)[CH2:12]2)=O)[CH:6]=[CH:5][CH:4]=[CH:3][CH:2]=1.[H-].[Al+3].[Li+].[H-].[H-].[H-].[OH-].[Na+].C(OCC)C>O1CCCC1>[C:1]1([CH2:7][CH2:8][CH2:9][N:11]2[CH2:16][CH2:15][CH2:14][CH:13]([C:17]3[CH:22]=[CH:21][CH:20]=[C:19]([O:23][CH3:24])[CH:18]=3)[CH2:12]2)[CH:2]=[CH:3][CH:4]=[CH:5][CH:6]=1 |f:1.2.3.4.5.6,7.8|. Procedure details: The 1-(3-phenylpropionyl)-3-(3-methoxyphenyl)piperidine was dissolved in 150 ml of dry tetrahydrofuran, and the solution was added to a suspension of 8.59 g (226 mmole) of lithium aluminum hydride in 150 ml of dry tetrahydrofuran, at room temperature. The resulting mixture was heated under reflux for 1 hour and then it was cooled in an ice-bath. To the cooled mixture was added, dropwise, with stirring, 43 ml of 3% aqueous sodium hydroxide, followed by 400 ml of diethyl ether. Stirring was contin...